Dataset: the Open Reaction Database (ORD), a public repository of structured organic reaction records. Task: describe an organic reaction: reactants, conditions, products, and yield The reactants are BrC=1C=C(C(=O)NC=2SC3=C(N2)C(=CC=C3N3CCOCC3)OC)C=CN1 (2-bromo-N-(4-methoxy-7-morpholin-4-yl-benzothiazol-2-yl)-isonicotinamide), C([O-])([O-])=O.[Cs+].[Cs+] (cesium carbonate), COCCNCC (N-(2methoxyethyl)ethylamine). Product: C(C)N(C=1C=C(C(=O)NC=2SC3=C(N2)C(=CC=C3N3CCOCC3)OC)C=CN1)CCOC (2-[Ethyl-(2-methoxy-ethyl)-amino]-N-(4-methoxy-7-morpholin-4-yl-benzothiazol-2-yl)-isonicotinamide). As a reaction SMILES: Br[C:2]1[CH:3]=[C:4]([CH:25]=[CH:26][N:27]=1)[C:5]([NH:7][C:8]1[S:9][C:10]2[C:16]([N:17]3[CH2:22][CH2:21][O:20][CH2:19][CH2:18]3)=[CH:15][CH:14]=[C:13]([O:23][CH3:24])[C:11]=2[N:12]=1)=[O:6].C(=O)([O-])[O-].[Cs+].[Cs+].[CH3:34][O:35][CH2:36][CH2:37][NH:38][CH2:39][CH3:40]>>[CH2:39]([N:38]([CH2:37][CH2:36][O:35][CH3:34])[C:2]1[CH:3]=[C:4]([CH:25]=[CH:26][N:27]=1)[C:5]([NH:7][C:8]1[S:9][C:10]2[C:16]([N:17]3[CH2:18][CH2:19][O:20][CH2:21][CH2:22]3)=[CH:15][CH:14]=[C:13]([O:23][CH3:24])[C:11]=2[N:12]=1)=[O:6])[CH3:40] |f:1.2.3|. Procedure: From 2-bromo-N-(4-methoxy-7-morpholin-4-yl-benzothiazol-2-yl)-isonicotinamide with cesium carbonate and N-(2methoxyethyl)ethylamine. ES-MS m/e (%): 472 (M+H+, 100). The reactants are CCOC(=O)CC(C)=O, C1CCCCC1, C1CCOC1, [Li]CCCC, Fc1ccc(CBr)cc1, [H-], [Na+]. Product: CCOC(=O)CC(=O)CCc1ccc(F)cc1. As a reaction SMILES: [C:3]([CH2:4][C:5](=[O:6])[CH3:7])(=[O:8])[O:9][CH2:10][CH3:11].[CH2:17]1[CH2:18][CH2:19][CH2:20][CH2:21][CH2:22]1.[CH2:32]1[O:33][CH2:34][CH2:35][CH2:36]1.[CH3:12][CH2:13][CH2:14][CH2:15][Li:16].[F:23][c:24]1[cH:25][cH:26][c:27]([CH2:28][Br:29])[cH:30][cH:31]1.[H-:2].[Na+:1]>>[C:3]([CH2:4][C:5](=[O:6])[CH2:7][CH2:28][c:27]1[cH:26][cH:25][c:24]([F:23])[cH:31][cH:30]1)(=[O:8])[O:9][CH2:10][CH3:11]. Starting materials: OC(C#CC1=CC2=C(C(C=3NC4=CC(=CC=C4C3C2=O)C#N)(C)C)C=C1OC)(C)C (9-(3-Hydroxy-3-methyl-but-1-ynyl)-8-methoxy-6,6-dimethyl-11-oxo-6,11-dihydro-5H-benzo[b]carbazole-3-carbonitrile). The reagents and catalysts are [Pd] (Pd/C). Run in C(C)O (ethanol), CN(C(C)=O)C (N,N-dimethylacetamide). Conditions: time 8 hour. Product: OC(CCC1=CC2=C(C(C=3NC4=CC(=CC=C4C3C2=O)C#N)(C)C)C=C1OC)(C)C (9-(3-Hydroxy-3-methyl-butyl)-8-methoxy-6,6-dimethyl-11-oxo-6,11-dihydro-5H-benzo[b]carbazole-3-carbonitrile). Isolated yield 79.7%. RXN SMILES: [OH:1][C:2]([CH3:30])([CH3:29])[C:3]#[C:4][C:5]1[C:26]([O:27][CH3:28])=[CH:25][C:8]2[C:9]([CH3:24])([CH3:23])[C:10]3[NH:11][C:12]4[C:17]([C:18]=3[C:19](=[O:20])[C:7]=2[CH:6]=1)=[CH:16][CH:15]=[C:14]([C:21]#[N:22])[CH:13]=4>C(O)C.CN(C)C(=O)C.[Pd]>[OH:1][C:2]([CH3:30])([CH3:29])[CH2:3][CH2:4][C:5]1[C:26]([O:27][CH3:28])=[CH:25][C:8]2[C:9]([CH3:23])([CH3:24])[C:10]3[NH:11][C:12]4[C:17]([C:18]=3[C:19](=[O:20])[C:7]=2[CH:6]=1)=[CH:16][CH:15]=[C:14]([C:21]#[N:22])[CH:13]=4. Procedure: 9-(3-Hydroxy-3-methyl-but-1-ynyl)-8-methoxy-6,6-dimethyl-11-oxo-6,11-dihydro-5H-benzo[b]carbazole-3-carbonitrile (Compound E4-2-1, 21.0 mg, 0.0527 mmol) was dissolved in ethanol (15 mL) and N,N-dimethylacetamide (2 mL), added with 10% Pd/C (6.7 mg), and then stirred at room temperature overnight under hydrogen atmosphere. The reaction solution was filtered and concentrated under reduced pressure. The resulting residues were diluted with ethyl acetate, washed with brine, dried over magnesium sulf... Starting materials: COC1=C(C=CC(=C1)OC)C(=O)N=C=S (2,4-dimethoxy-1-benzenecarbonyl isothiocyanate), COC1=C(C=CC(=C1)OC)C(=O)Cl (2,4-dimethoxy-1-benzenecarbonyl chloride), COC=1C=C2C(=NC=NC2=CC1OC)OC1=CC=C(N)C=C1 (4-[(6,7-Dimethoxy-4-quinazolinyl)oxy]aniline). Solvent: C(C)O (ethanol), C(C)O (ethanol), C1(=CC=CC=C1)C (toluene). Run at time 2 hour. The product is COC1=C(C=CC(=C1)OC)C(=O)N=C=S (2,4-Dimethoxy-1-benzenecarbonyl isothiocyanate), COC1=C(C(=O)NC(=S)NC2=CC=C(C=C2)OC2=NC=NC3=CC(=C(C=C23)OC)OC)C=CC(=C1)OC (N-(2,4-Dimethoxybenzoyl)-N′-{4-[(6,7-dimethoxy-4-quinazolinyl)oxy]phenyl}thiourea). Yield: 58.0%. RXN SMILES: COC1C=C(OC)C=CC=1C(Cl)=O.[CH3:14][O:15][C:16]1[CH:17]=[C:18]2[C:23](=[CH:24][C:25]=1[O:26][CH3:27])[N:22]=[CH:21][N:20]=[C:19]2[O:28][C:29]1[CH:35]=[CH:34][C:32]([NH2:33])=[CH:31][CH:30]=1.[CH3:36][O:37][C:38]1[CH:43]=[C:42]([O:44][CH3:45])[CH:41]=[CH:40][C:39]=1[C:46]([N:48]=[C:49]=[S:50])=[O:47]>C1(C)C=CC=CC=1.C(O)C>[CH3:36][O:37][C:38]1[CH:43]=[C:42]([O:44][CH3:45])[CH:41]=[CH:40][C:39]=1[C:46]([N:48]=[C:49]=[S:50])=[O:47].[CH3:36][O:37][C:38]1[CH:43]=[C:42]([O:44][CH3:45])[CH:41]=[CH:40][C:39]=1[C:46]([NH:48][C:49]([NH:33][C:32]1[CH:34]=[CH:35][C:29]([O:28][C:19]2[C:18]3[C:23](=[CH:24][C:25]([O:26][CH3:27])=[C:16]([O:15][CH3:14])[CH:17]=3)[N:22]=[CH:21][N:20]=2)=[CH:30][CH:31]=1)=[S:50])=[O:47]. Reported procedure: 2,4-Dimethoxy-1-benzenecarbonyl isothiocyanate was prepared using commercially available 2,4-dimethoxy-1-benzenecarbonyl chloride (80 mg) as a starting compound according to the description of the literature. 4-[(6,7-Dimethoxy-4-quinazolinyl)oxy]aniline (50 mg) was dissolved in toluene (5 ml) and ethanol (1 ml) to prepare a solution. A solution of 2,4-dimethoxy-1-benzenecarbonyl isothiocyanate in ethanol (1 ml) was then added to the solution, and the mixture was stirred at room temperature for 2... Procedure: To a stirred mixture of 7.10 g of 2-cyanoethyl 1,4-dihydro-2,6-dimethyl-3-(3-chloromethyl-1,2,4-oxadiazol-5-yl)-4-(3-nitrophenyl)pyridine-5-carboxylate in 30 ml of ethylene glycohol dimethyl ether was added a solution of 1.92 g of sodium hydroxide in 50 ml of water. The reaction mixture was stirred at room temperature overnight and then diluted by adding 40 ml of water. The mixture was washed with methylene chloride and acidified with dilute hydrochloric acid until the pH of the solution was abo... Yields the product CC=1NC(=C(C(C1C1=NC(=NO1)CCl)C1=CC(=CC=C1)[N+](=O)[O-])C(=O)O)C (1,4-dihydro-2,6-dimetyl-3-(3-chloromethyl-1,2,4-oxadiazol-5-yl)-4-(3-nitrophenyl)pyridine-5-carboxylic acid). RXN SMILES: [CH3:1][C:2]1[NH:3][C:4]([CH3:31])=[C:5]([C:24]([O:26]CCC#N)=[O:25])[CH:6]([C:15]2[CH:20]=[CH:19][CH:18]=[C:17]([N+:21]([O-:23])=[O:22])[CH:16]=2)[C:7]=1[C:8]1[O:12][N:11]=[C:10]([CH2:13][Cl:14])[N:9]=1.[OH-].[Na+]>C=C.O>[CH3:1][C:2]1[NH:3][C:4]([CH3:31])=[C:5]([C:24]([OH:26])=[O:25])[CH:6]([C:15]2[CH:20]=[CH:19][CH:18]=[C:17]([N+:21]([O-:23])=[O:22])[CH:16]=2)[C:7]=1[C:8]1[O:12][N:11]=[C:10]([CH2:13][Cl:14])[N:9]=1 |f:1.2|. Run in C=C (ethylene), O (water), O (water). The yield is 97.6%. Run at time 8 hour. Starting materials: CC=1NC(=C(C(C1C1=NC(=NO1)CCl)C1=CC(=CC=C1)[N+](=O)[O-])C(=O)OCCC#N)C (2-cyanoethyl 1,4-dihydro-2,6-dimethyl-3-(3-chloromethyl-1,2,4-oxadiazol-5-yl)-4-(3-nitrophenyl)pyridine-5-carboxylate), [OH-].[Na+] (sodium hydroxide). Product: O=C(O)Cn1cc(C(=O)NCCCO)c(Nc2ccc(I)cc2F)cc1=O. Starting materials: CCOC(C)=O, CO, CCO, CC(C)(C)OC(=O)Cn1cc(C(=O)NCCCO)c(Nc2ccc(I)cc2F)cc1=O, [Na+], [OH-]. As a reaction SMILES: [CH3:34][CH2:35][O:36][C:37]([CH3:38])=[O:39].[CH3:40][OH:41].[CH3:42][CH2:43][OH:44].[F:1][c:2]1[c:3]([NH:4][c:5]2[cH:6][c:7](=[O:26])[n:8]([CH2:18][C:19](=[O:20])[O:21][C:22]([CH3:23])([CH3:24])[CH3:25])[cH:9][c:10]2[C:11](=[O:12])[NH:13][CH2:14][CH2:15][CH2:16][OH:17])[cH:27][cH:28][c:29]([I:31])[cH:30]1.[Na+:33].[OH-:32]>>[F:1][c:2]1[c:3]([NH:4][c:5]2[cH:6][c:7](=[O:26])[n:8]([CH2:18][C:19](=[O:20])[OH:21])[cH:9][c:10]2[C:11](=[O:12])[NH:13][CH2:14][CH2:15][CH2:16][OH:17])[cH:27][cH:28][c:29]([I:31])[cH:30]1. Starting materials: [BH4-], CN(Cc1ccc(-c2nnc(-c3nc(C4=CCC(=O)CC4)cnc3N(C(=O)OC(C)(C)C)C(=O)OC(C)(C)C)o2)cc1)C(=O)OC(C)(C)C, CO, [Na+]. The product is CN(Cc1ccc(-c2nnc(-c3nc(C4=CCC(O)CC4)cnc3N(C(=O)OC(C)(C)C)C(=O)OC(C)(C)C)o2)cc1)C(=O)OC(C)(C)C. As a reaction SMILES: [BH4-:50].[C:1]([CH3:2])([CH3:3])([CH3:4])[O:5][C:6](=[O:7])[N:8]([c:9]1[c:10](-[c:22]2[n:23][n:24][c:25](-[c:27]3[cH:28][cH:29][c:30]([CH2:33][N:34]([C:35]([O:36][C:37]([CH3:38])([CH3:39])[CH3:40])=[O:41])[CH3:42])[cH:31][cH:32]3)[o:26]2)[n:11][c:12]([C:15]2=[CH:16][CH2:17][C:18](=[O:21])[CH2:19][CH2:20]2)[cH:13][n:14]1)[C:43](=[O:44])[O:45][C:46]([CH3:47])([CH3:48])[CH3:49].[CH3:52][OH:53].[Na+:51]>>[C:1]([CH3:2])([CH3:3])([CH3:4])[O:5][C:6](=[O:7])[N:8]([c:9]1[c:10](-[c:22]2[n:23][n:24][c:25](-[c:27]3[cH:28][cH:29][c:30]([CH2:33][N:34]([C:35]([O:36][C:37]([CH3:38])([CH3:39])[CH3:40])=[O:41])[CH3:42])[cH:31][cH:32]3)[o:26]2)[n:11][c:12]([C:15]2=[CH:16][CH2:17][CH:18]([OH:21])[CH2:19][CH2:20]2)[cH:13][n:14]1)[C:43](=[O:44])[O:45][C:46]([CH3:47])([CH3:48])[CH3:49]. Procedure details: Ethyl bromoacetate (1 eq.) was added slowly to an ice-cold solution of cyclopropylamine (17.5 mmol, 3 eq.) and K2CO3 (2 eq.) in DMF (25 ml) and the reaction mixture was then stirred at room temperature for 16 h. For working up, the mixture was diluted with an excess of water and extracted with 20% ethyl acetate/hexane solution. The organic phase was washed with water and sat. NaCl solution and dried over Na2SO4. After the solvent had been removed completely, the crude product was employed in the... Reaction SMILES: Br[CH2:2][C:3]([O:5][CH2:6][CH3:7])=[O:4].[CH:8]1([NH2:11])[CH2:10][CH2:9]1.C([O-])([O-])=O.[K+].[K+].O>CN(C=O)C>[CH:8]1([NH:11][CH2:2][C:3]([O:5][CH2:6][CH3:7])=[O:4])[CH2:10][CH2:9]1 |f:2.3.4|. Run at time 16 hour. Isolated yield 52.0%. Product: C1(CC1)NCC(=O)OCC (Ethyl 2-(cyclopropylamino)acetate). Reactants: BrCC(=O)OCC (Ethyl bromoacetate), ice, C1(CC1)N (cyclopropylamine), C(=O)([O-])[O-].[K+].[K+] (K2CO3), O (water). The solvent is CN(C)C=O (DMF).